From a dataset of the Open Reaction Database (ORD), a public repository of structured organic reaction records. describe an organic reaction: reactants, conditions, products, and yield Product: Cn1cc(C(=O)C=Cc2nccn2C(c2ccccc2)(c2ccccc2)c2ccccc2)c2ccccc21. Reaction SMILES: [C:3]([CH3:4])(=[O:5])[c:6]1[cH:7][n:8]([CH3:15])[c:9]2[cH:10][cH:11][cH:12][cH:13][c:14]12.[CH3:43][CH2:44][OH:45].[CH:46]([Cl:47])([Cl:48])[Cl:49].[K+:2].[OH-:1].[OH2:42].[c:16]1([C:22]([n:23]2[c:24]([CH:28]=[O:29])[n:25][cH:26][cH:27]2)([c:30]2[cH:31][cH:32][cH:33][cH:34][cH:35]2)[c:36]2[cH:37][cH:38][cH:39][cH:40][cH:41]2)[cH:17][cH:18][cH:19][cH:20][cH:21]1>>[C:3]([CH:4]=[CH:28][c:24]1[n:23]([C:22]([c:16]2[cH:17][cH:18][cH:19][cH:20][cH:21]2)([c:30]2[cH:31][cH:32][cH:33][cH:34][cH:35]2)[c:36]2[cH:37][cH:38][cH:39][cH:40][cH:41]2)[cH:27][cH:26][n:25]1)(=[O:5])[c:6]1[cH:7][n:8]([CH3:15])[c:9]2[cH:10][cH:11][cH:12][cH:13][c:14]12. The reactants are CC(=O)c1cn(C)c2ccccc12, CCO, ClC(Cl)Cl, [K+], [OH-], O, O=Cc1nccn1C(c1ccccc1)(c1ccccc1)c1ccccc1. Starting materials: FC=1C=CC(=C(C1)OS(=O)(=O)C(F)(F)F)[N+](=O)[O-] (trifluoromethanesulfonic acid 5-fluoro-2-nitrophenyl ester), C1(=CC=CC=C1)B(O)O (phenylboronic acid), [O-]P(=O)([O-])[O-].[K+].[K+].[K+] (K3PO4). The reagents and catalysts are C=1C=CC(=CC1)[P](C=2C=CC=CC2)(C=3C=CC=CC3)[Pd]([P](C=4C=CC=CC4)(C=5C=CC=CC5)C=6C=CC=CC6)([P](C=7C=CC=CC7)(C=8C=CC=CC8)C=9C=CC=CC9)[P](C=1C=CC=CC1)(C=1C=CC=CC1)C=1C=CC=CC1 (Pd(PPh3)4). The solvent is COCCOC (DME). Run at temperature 80 celsius, time 6 hour. Yields the product FC=1C=CC(=C(C1)C1=CC=CC=C1)[N+](=O)[O-] (5-Fluoro-2-nitrobiphenyl). RXN SMILES: [F:1][C:2]1[CH:3]=[CH:4][C:5]([N+:16]([O-:18])=[O:17])=[C:6](OS(C(F)(F)F)(=O)=O)[CH:7]=1.[C:19]1(B(O)O)[CH:24]=[CH:23][CH:22]=[CH:21][CH:20]=1.[O-]P([O-])([O-])=O.[K+].[K+].[K+]>COCCOC.C1C=CC([P]([Pd]([P](C2C=CC=CC=2)(C2C=CC=CC=2)C2C=CC=CC=2)([P](C2C=CC=CC=2)(C2C=CC=CC=2)C2C=CC=CC=2)[P](C2C=CC=CC=2)(C2C=CC=CC=2)C2C=CC=CC=2)(C2C=CC=CC=2)C2C=CC=CC=2)=CC=1>[F:1][C:2]1[CH:3]=[CH:4][C:5]([N+:16]([O-:18])=[O:17])=[C:6]([C:19]2[CH:24]=[CH:23][CH:22]=[CH:21][CH:20]=2)[CH:7]=1 |f:2.3.4.5,^1:45,47,66,85|. Procedure details: To a solution of trifluoromethanesulfonic acid 5-fluoro-2-nitrophenyl ester (4.0 mmol) in DME (10 mL) are added phenylboronic acid (4.8 mmol), Pd(PPh3)4 (0.4 mmol), and K3PO4 (3.2 mmol) at room temperature. After stirring at 80° C. for 6 h, the reaction mixture is filtered through celite, and the filter cake is washed with AcOEt. The filtrate is diluted with water and extracted with ether (×2). The combined organic extracts are dried over Na2SO4, filtered, and concentrated in vacuo. The residue ... Reactants: CC(C)(C)N1CCCC1C(=O)NCC(O)C(Cc1ccccc1)NC(=O)C(CC(N)=O)NC(=O)c1ccc2cc(C(=O)OCc3ccccc3)ccc2c1, CC(C)O. Yields the product CC(C)(C)N1CCCC1C(=O)NCC(O)C(Cc1ccccc1)NC(=O)C(CC(N)=O)NC(=O)c1ccc2cc(C(=O)O)ccc2c1. As a reaction SMILES: [CH2:1]([c:2]1[cH:3][cH:4][cH:5][cH:6][cH:7]1)[O:8][C:9](=[O:10])[c:11]1[cH:12][c:13]2[cH:14][cH:15][c:16]([C:21](=[O:22])[NH:23][CH:24]([CH2:25][C:26]([NH2:27])=[O:28])[C:29](=[O:30])[NH:31][CH:32]([CH:33]([CH2:34][NH:35][C:36]([CH:37]3[N:38]([C:42]([CH3:43])([CH3:44])[CH3:45])[CH2:39][CH2:40][CH2:41]3)=[O:46])[OH:47])[CH2:48][c:49]3[cH:50][cH:51][cH:52][cH:53][cH:54]3)[cH:17][c:18]2[cH:19][cH:20]1.[CH:55]([OH:56])([CH3:57])[CH3:58]>>[O:8]=[C:9]([OH:10])[c:11]1[cH:12][c:13]2[cH:14][cH:15][c:16]([C:21](=[O:22])[NH:23][CH:24]([CH2:25][C:26]([NH2:27])=[O:28])[C:29](=[O:30])[NH:31][CH:32]([CH:33]([CH2:34][NH:35][C:36]([CH:37]3[N:38]([C:42]([CH3:43])([CH3:44])[CH3:45])[CH2:39][CH2:40][CH2:41]3)=[O:46])[OH:47])[CH2:48][c:49]3[cH:50][cH:51][cH:52][cH:53][cH:54]3)[cH:17][c:18]2[cH:19][cH:20]1. Starting materials: [H-].[Al+3].[Li+].[H-].[H-].[H-] (lithium aluminum hydride), CN(C(=O)[C@@H]1N2[C@H]([C@H]([C@H](C1)CC2)NCC2=C(C=CC(=C2)OC)OC)C(C2=CC=CC=C2)C2=CC=CC=C2)C ((2R*,4S*,5S*,6S*)-N,N-dimethyl-5-(2,5-dimethoxybenzyl)amino-6-diphenylmethyl-1-azabicyclo[2.2.2]octane-2-carboxamide), [O-]S(=O)(=O)[O-].[Na+].[Na+] (Na2SO4). Solvent: C1CCOC1 (THF), C1CCOC1 (THF). Conditions: time 30 minute. Product: COC1=C(CN[C@H]2[C@H](N3[C@@H](C[C@H]2CC3)CO)C(C3=CC=CC=C3)C3=CC=CC=C3)C=C(C=C1)OC ((2R*,3R*,4R*,6S*)-3-(2,5-Dimethoxybenzyl)amino-2-diphenylmethyl-6-hydroxymethyl-1-azabicyclo[2.2.2]octane), 2HCl salt. Isolated yield 55.0%. Reaction SMILES: [H-].[Al+3].[Li+].[H-].[H-].[H-].CN(C)[C:9]([C@H:11]1[CH2:16][C@@H:15]2[CH2:17][CH2:18][N:12]1[C@@H:13]([CH:31]([C:38]1[CH:43]=[CH:42][CH:41]=[CH:40][CH:39]=1)[C:32]1[CH:37]=[CH:36][CH:35]=[CH:34][CH:33]=1)[C@H:14]2[NH:19][CH2:20][C:21]1[CH:26]=[C:25]([O:27][CH3:28])[CH:24]=[CH:23][C:22]=1[O:29][CH3:30])=[O:10].[O-]S([O-])(=O)=O.[Na+].[Na+]>C1COCC1>[CH3:30][O:29][C:22]1[CH:23]=[CH:24][C:25]([O:27][CH3:28])=[CH:26][C:21]=1[CH2:20][NH:19][C@@H:14]1[C@@H:15]2[CH2:17][CH2:18][N:12]([C@H:11]([CH2:9][OH:10])[CH2:16]2)[C@@H:13]1[CH:31]([C:32]1[CH:33]=[CH:34][CH:35]=[CH:36][CH:37]=1)[C:38]1[CH:43]=[CH:42][CH:41]=[CH:40][CH:39]=1 |f:0.1.2.3.4.5,7.8.9|. Procedure: Into a suspension of lithium aluminum hydride (LiAlH4) (92 mg, 2.4 mmole) in dry THF (10 ml) at 0° C. was added a solution of compound 35 (417 mg, 0.8 mmole) in dry THF (10 ml) and heated at reflux for 1 hour. Na2SO4 /10H2O was added to the reaction mixture and stirred for 30 minutes. After cooling, the solids were removed by filtration and washed with THF. The filtrate was evaporated, added excess 10% HCl/MeOH and concentrated down. The resulting oil was purified by recrystallization from MeOH-... The reactants are CN(C(=O)OC(C)(C)C)C1CCC(C#CCO)CC1, CCO. Yields the product CN(C(=O)OC(C)(C)C)C1CCC(CCCO)CC1. Reaction SMILES: [C:1]([CH3:2])([CH3:3])([CH3:4])[O:5][C:6]([N:7]([CH3:8])[CH:9]1[CH2:10][CH2:11][CH:12]([C:15]#[C:16][CH2:17][OH:18])[CH2:13][CH2:14]1)=[O:19].[CH3:20][CH2:21][OH:22]>>[C:1]([CH3:2])([CH3:3])([CH3:4])[O:5][C:6]([N:7]([CH3:8])[CH:9]1[CH2:10][CH2:11][CH:12]([CH2:15][CH2:16][CH2:17][OH:18])[CH2:13][CH2:14]1)=[O:19].